From a dataset of the Open Reaction Database (ORD), a public repository of structured organic reaction records. describe an organic reaction: reactants, conditions, products, and yield The reactants are CCOC(=O)c1cc2cc(OCCCOC)cc(N(C)S(=O)(=O)c3ccccn3)c2[nH]1, CCO, Cl, [Na+], C1CCOC1, [OH-], O. The product is COCCCOc1cc(N(C)S(=O)(=O)c2ccccn2)c2[nH]c(C(=O)O)cc2c1. As a reaction SMILES: [CH3:1][O:2][CH2:3][CH2:4][CH2:5][O:6][c:7]1[cH:8][c:9]2[cH:10][c:11]([C:27](=[O:28])[O:29][CH2:30][CH3:31])[nH:12][c:13]2[c:14]([N:16]([S:17](=[O:18])(=[O:19])[c:20]2[n:21][cH:22][cH:23][cH:24][cH:25]2)[CH3:26])[cH:15]1.[CH3:34][CH2:35][OH:36].[ClH:37].[Na+:33].[O:39]1[CH2:40][CH2:41][CH2:42][CH2:43]1.[OH-:32].[OH2:38]>>[CH3:1][O:2][CH2:3][CH2:4][CH2:5][O:6][c:7]1[cH:8][c:9]2[cH:10][c:11]([C:27](=[O:28])[OH:29])[nH:12][c:13]2[c:14]([N:16]([S:17](=[O:18])(=[O:19])[c:20]2[n:21][cH:22][cH:23][cH:24][cH:25]2)[CH3:26])[cH:15]1. Starting materials: SC1=NC2=C(N1)C=CC=C2 (2-Mercapto-1H-benzimidazole), Cl.ClCC1=NC=CC(=C1OC)SCCCCl (2-chloromethyl-4-(3-chloropropylthio)-3-methoxypyridine hydrochloride), O (water). Solvent: C(C)(C)O (isopropanol). Yields the product Cl.Cl.ClCCCSC1=C(C(=NC=C1)CSC1=NC2=C(N1)C=CC=C2)OC (2-{[[4-(3-Chloropropylthio)-3-methoxy-2-pyridinyl]-methyl]thio}-1H-benzimidazole Dihydrochloride). The yield is 67.0%. As a reaction SMILES: [SH:1][C:2]1[NH:6][C:5]2[CH:7]=[CH:8][CH:9]=[CH:10][C:4]=2[N:3]=1.[ClH:11].[Cl:12][CH2:13][C:14]1[C:19]([O:20][CH3:21])=[C:18]([S:22][CH2:23][CH2:24][CH2:25][Cl:26])[CH:17]=[CH:16][N:15]=1.O>C(O)(C)C>[ClH:12].[ClH:11].[Cl:26][CH2:25][CH2:24][CH2:23][S:22][C:18]1[CH:17]=[CH:16][N:15]=[C:14]([CH2:13][S:1][C:2]2[NH:6][C:5]3[CH:7]=[CH:8][CH:9]=[CH:10][C:4]=3[N:3]=2)[C:19]=1[O:20][CH3:21] |f:1.2,5.6.7|. Procedure details: 2-Mercapto-1H-benzimidazole (10 g) and 2-chloromethyl-4-(3-chloropropylthio)-3-methoxypyridine hydrochloride (1 equivalent) are stirred in 150 ml of isopropanol and 15 ml of water at 80° C. for 5 hours, the mixture is cooled and the solid which has precipitated out is filtered off and recrystallized from isopropanol/water. The title compound is obtained as a pale brown powder; melting point 117°-119° C. (decomposition); yield: 67% of theory. The reactants are C(N)(=O)C=1N=C2N(CCOC3=C2C=C(C(=C3)F)C#CC(C)(C)O)C1C(=O)O (2-Carbamoyl-9-fluoro-10-(3-hydroxy-3-methyl-but-1-ynyl)-5,6-dihydroimidazo[1,2-d][1,4]benzoxazepine-3-carboxylic acid), Cl.NCC#N (aminoacetonitrile hydrochloride). The product is C(#N)CNC(=O)C1=C(N=C2N1CCOC1=C2C=C(C(=C1)F)C#CC(C)(C)O)C(=O)N (N3-(cyanomethyl)-9-fluoro-10-(3-hydroxy-3-methyl-but-1-ynyl)-5,6-dihydroimidazo[1,2-d][1,4]benzoxazepine-2,3-dicarboxamide). Reaction SMILES: [C:1]([C:4]1[N:5]=[C:6]2[C:12]3[CH:13]=[C:14]([C:18]#[C:19][C:20]([OH:23])([CH3:22])[CH3:21])[C:15]([F:17])=[CH:16][C:11]=3[O:10][CH2:9][CH2:8][N:7]2[C:24]=1[C:25](O)=[O:26])(=[O:3])[NH2:2].Cl.[NH2:29][CH2:30][C:31]#[N:32]>>[C:30]([CH2:31][NH:32][C:25]([C:24]1[N:7]2[CH2:8][CH2:9][O:10][C:11]3[CH:16]=[C:15]([F:17])[C:14]([C:18]#[C:19][C:20]([OH:23])([CH3:22])[CH3:21])=[CH:13][C:12]=3[C:6]2=[N:5][C:4]=1[C:1]([NH2:2])=[O:3])=[O:26])#[N:29] |f:1.2|. Procedure details: 2-Carbamoyl-9-fluoro-10-(3-hydroxy-3-methyl-but-1-ynyl)-5,6-dihydroimidazo[1,2-d][1,4]benzoxazepine-3-carboxylic acid (0.05 g) was reacted with aminoacetonitrile hydrochloride similar to as described in Example 2 to afford 9 mg of N3-(cyanomethyl)-9-fluoro-10-(3-hydroxy-3-methyl-but-1-ynyl)-5,6-dihydroimidazo[1,2-d][1,4]benzoxazepine-2,3-dicarboxamide following reverse phase hplc purification. MS (Q1) 412 (M)+. 1H NMR (400 MHz, DMSO) δ 12.03 (t, J=5.3 Hz, 1H), 8.65 (d, J=8.4 Hz, 1H), 8.53 (s, 1H... Reactants: CCN(c1ccccc1)c1cccc([N+](=O)[O-])c1, CC(=O)O, O, O, Cl[Sn]Cl. Product: CCN(c1ccccc1)c1cccc(N)c1. RXN SMILES: [CH2:1]([CH3:2])[N:3]([c:4]1[cH:5][c:6]([N+:10]([O-:11])=[O:12])[cH:7][cH:8][cH:9]1)[c:13]1[cH:14][cH:15][cH:16][cH:17][cH:18]1.[CH3:24][C:25](=[O:26])[OH:27].[OH2:19].[OH2:20].[Sn:21]([Cl:22])[Cl:23]>>[CH2:1]([CH3:2])[N:3]([c:4]1[cH:5][c:6]([NH2:10])[cH:7][cH:8][cH:9]1)[c:13]1[cH:14][cH:15][cH:16][cH:17][cH:18]1. The reactants are O1C(OCCCC1)C=1C=C(C(=NC1)C(=O)OC)C(=O)OC (5-(1,3-Dioxepan-2-yl)-2,3-pyridinedicarboxylic acid, dimethyl ester), NC(C(=O)N)(C(C)C)C (2-amino-2,3-dimethylbutyramide), CC(C)([O-])C.[K+] (potassium tert-butoxide). The solvent is O (water), C1(=CC=CC=C1)C (toluene), C1(=CC=CC=C1)C (toluene), O (water). Yields the product O1C(OCCCC1)C=1C=NC(=C(C(=O)O)C1)C=1NC(C(N1)(C)C(C)C)=O (5-(1,3-Dioxepan-2-yl)-2-(4-isopropyl-4-methyl-5-oxo-2-imidazolin-2-yl)nicotinic acid). The yield is 57.2%. As a reaction SMILES: [O:1]1[CH2:7][CH2:6][CH2:5][CH2:4][O:3][CH:2]1[C:8]1[CH:9]=[C:10]([C:18]([O:20]C)=[O:19])[C:11]([C:14](OC)=O)=[N:12][CH:13]=1.[NH2:22][C:23]([CH3:30])([CH:27]([CH3:29])[CH3:28])[C:24]([NH2:26])=[O:25].CC(C)([O-])C.[K+]>C1(C)C=CC=CC=1.O>[O:3]1[CH2:4][CH2:5][CH2:6][CH2:7][O:1][CH:2]1[C:8]1[CH:13]=[N:12][C:11]([C:14]2[NH:26][C:24](=[O:25])[C:23]([CH:27]([CH3:29])[CH3:28])([CH3:30])[N:22]=2)=[C:10]([CH:9]=1)[C:18]([OH:20])=[O:19] |f:2.3|. Reported procedure: 5-(1,3-Dioxepan-2-yl)-2,3-pyridinedicarboxylic acid, dimethyl ester (0.9 g, 0.00305 mol) in toluene is added to 2-amino-2,3-dimethylbutyramide (0.4 g, 0.00305 mol) and potassium tert-butoxide (0.69 g, 0.0061 mol) in toluene. The mixture is heated for 3 hours from 60° to 70° C. The reaction mixture is cooled to room temperature, water is added and the mixture is concentrated in vacuo to give an oil. The oil is diluted with water and washed with ether. The aqueous solution is acidified to pH 3.1 w...